Dataset: the Open Reaction Database (ORD), a public repository of structured organic reaction records. Task: describe an organic reaction: reactants, conditions, products, and yield Starting materials: Cl (HCl), C(C)OC(=O)N1C(CCC2=CC(=CC=C12)C(F)(F)F)(CC)NC1N=CC(CN1C(C1=CC=CC=C1)C(F)(F)F)(OCCCCC(=O)OC(C)(C)C)C(C1=CC=CC=C1)C(F)(F)F ((3.5-Bis-(trifluoromethylbenzyl)-[5-(4-tert-butoxycarbonylbutoxy)-pyrimidin-2-yl]amino}-2-ethyl-6-trifluoromethyl-3,4-dihydro-2H-quinoline-1-carboxylic acid ethyl ester), O (water), C(C)(=O)OCC (ethyl acetate). The solvent is C(C)(=O)O (acetic acid). Conditions: temperature 50 celsius, time 3 hour. Product: C(C)OC(=O)N1C(CCC2=CC(=CC=C12)C(F)(F)F)(CC)NC1N=CC(CN1C(C1=CC=CC=C1)C(F)(F)F)(OCCCCC(=O)O)C(C1=CC=CC=C1)C(F)(F)F ((3.5-Bis-(trifluoromethylbenzyl)-[5-(4-carboxybutoxy)pyrimidin-2-yl]-amino}-2-ethyl-6-trifluoromethyl-3,4-dihydro-2H-quinoline-1-carboxylic acid ethyl ester). Yield: 78.1%. As a reaction SMILES: Cl.[CH2:2]([O:4][C:5]([N:7]1[C:16]2[C:11](=[CH:12][C:13]([C:17]([F:20])([F:19])[F:18])=[CH:14][CH:15]=2)[CH2:10][CH2:9][C:8]1([NH:23][CH:24]1[N:29]([CH:30]([C:37]([F:40])([F:39])[F:38])[C:31]2[CH:36]=[CH:35][CH:34]=[CH:33][CH:32]=2)[CH2:28][C:27]([CH:53]([C:60]([F:63])([F:62])[F:61])[C:54]2[CH:59]=[CH:58][CH:57]=[CH:56][CH:55]=2)([O:41][CH2:42][CH2:43][CH2:44][CH2:45][C:46]([O:48]C(C)(C)C)=[O:47])[CH:26]=[N:25]1)[CH2:21][CH3:22])=[O:6])[CH3:3].O.C(OCC)(=O)C>C(O)(=O)C>[CH2:2]([O:4][C:5]([N:7]1[C:16]2[C:11](=[CH:12][C:13]([C:17]([F:19])([F:20])[F:18])=[CH:14][CH:15]=2)[CH2:10][CH2:9][C:8]1([NH:23][CH:24]1[N:29]([CH:30]([C:37]([F:40])([F:38])[F:39])[C:31]2[CH:36]=[CH:35][CH:34]=[CH:33][CH:32]=2)[CH2:28][C:27]([CH:53]([C:60]([F:61])([F:62])[F:63])[C:54]2[CH:55]=[CH:56][CH:57]=[CH:58][CH:59]=2)([O:41][CH2:42][CH2:43][CH2:44][CH2:45][C:46]([OH:48])=[O:47])[CH:26]=[N:25]1)[CH2:21][CH3:22])=[O:6])[CH3:3]. Reported procedure: 5N HCl (0.5 ml) was added to a solution of the compound obtained in Example 6 (250 mg) in acetic acid (1.5 ml) and the mixture was stirred at 50° C. for 3 hours. The reaction mixture was cooled to room temperature, water and ethyl acetate was added to the mixture and the organic layer was separated, washed with a saturated aqueous sodium hydrogen carbonate solution three times and then with a saturated brine, dried over magnesium sulfate and concentrated in vacuo. The resulting residue was purif...